From a dataset of the Open Reaction Database (ORD), a public repository of structured organic reaction records. describe an organic reaction: reactants, conditions, products, and yield The yield is 55.8%. Solvent: CN(C=O)C (dimethylformamide), CN(C=O)C (dimethylformamide). Starting materials: FC=1C=NC=C(C1)O (3-fluoro-5-hydroxypyridine), [OH-].[K+] (KOH), C(C)(C)(C)OC(=O)N1[C@@H](CC1)COS(=O)(=O)C1=CC=C(C=C1)C (1-(t-butyloxycarbonyl)-(2S)-p-toluene-sulfonyloxymethylazetidine). Procedure: A solution of 3-fluoro-5-hydroxypyridine (500 mg, 4.43 mmol, as prepared in step 10f below) in dimethylformamide (20 mL) was treated with ground KOH (400 mg, 7.10 mmol) and stirred for 30 minutes at 80° C. To this mixture was rapidly added the 1-(t-butyloxycarbonyl)-(2S)-p-toluene-sulfonyloxymethylazetidine (1.05 g, 4.39 mmol, as prepared in Step 10b below) dissolved in dimethylformamide (5 mL) and the reaction mixture was subsequently stirred for 16 h at 80° C. The mixture was concentrated to r... Conditions: temperature 80 celsius, time 30 minute. The product is FC=1C=C(C=NC1)OC[C@H]1N(CC1)C(=O)OC(C)(C)C (5-fluoro-3-(1-t-butyloxycarbonyl-(2S)-azetidinylmethoxy)pyridine). Reaction SMILES: [F:1][C:2]1[CH:3]=[N:4][CH:5]=[C:6]([OH:8])[CH:7]=1.[OH-].[K+].[C:11]([O:15][C:16]([N:18]1[CH2:21][CH2:20][C@H:19]1[CH2:22]OS(C1C=CC(C)=CC=1)(=O)=O)=[O:17])([CH3:14])([CH3:13])[CH3:12]>CN(C)C=O>[F:1][C:2]1[CH:7]=[C:6]([O:8][CH2:22][C@@H:19]2[CH2:20][CH2:21][N:18]2[C:16]([O:15][C:11]([CH3:12])([CH3:14])[CH3:13])=[O:17])[CH:5]=[N:4][CH:3]=1 |f:1.2|. The solvent is C1CCOC1 (THF), CCOC(=O)C (EtOAc), C1CCOC1 (THF). Procedure: To a solution of 1,3 diphenylpropan-1-one (231 mg, 1.1 mmol) in THF (2.5 mL) at −78° C. is added dropwise LiHMDS (1M in THF, 1.3 mL), over a period of 15 min. The mixture is stirred at −78° C. for 30 min then a solution of 2-benzyloxy-4-bromomethyl-1-nitrobenzene (321 mg, 1 mmol) in THF (2.5 mL) is added over a period of 15 min. The mixture is stirred at −78° C. for 15 min, then allowed to slowly warm to RT and stirred there for 45 min. The mixture is diluted with EtOAc, cooled to −25° C. and a ... Starting materials: C1(=CC=CC=C1)C(CCC1=CC=CC=C1)=O (1,3 diphenylpropan-1-one), [Li+].C[Si](C)(C)[N-][Si](C)(C)C (LiHMDS), [Cl-].[NH4+] (ammonium chloride), C(C1=CC=CC=C1)OC1=C(C=CC(=C1)CBr)[N+](=O)[O-] (2-benzyloxy-4-bromomethyl-1-nitrobenzene). Reaction SMILES: [C:1]1([C:7](=[O:16])[CH2:8][CH2:9][C:10]2[CH:15]=[CH:14][CH:13]=[CH:12][CH:11]=2)[CH:6]=[CH:5][CH:4]=[CH:3][CH:2]=1.[Li+].C[Si]([N-][Si](C)(C)C)(C)C.[CH2:27]([O:34][C:35]1[CH:40]=[C:39]([CH2:41]Br)[CH:38]=[CH:37][C:36]=1[N+:43]([O-:45])=[O:44])[C:28]1[CH:33]=[CH:32][CH:31]=[CH:30][CH:29]=1.[Cl-].[NH4+]>C1COCC1.CCOC(C)=O>[CH2:9]([CH:8]([CH2:41][C:39]1[CH:38]=[CH:37][C:36]([N+:43]([O-:45])=[O:44])=[C:35]([O:34][CH2:27][C:28]2[CH:33]=[CH:32][CH:31]=[CH:30][CH:29]=2)[CH:40]=1)[C:7]([C:1]1[CH:6]=[CH:5][CH:4]=[CH:3][CH:2]=1)=[O:16])[C:10]1[CH:11]=[CH:12][CH:13]=[CH:14][CH:15]=1 |f:1.2,4.5|. Yields the product C(C1=CC=CC=C1)C(C(=O)C1=CC=CC=C1)CC1=CC(=C(C=C1)[N+](=O)[O-])OCC1=CC=CC=C1 (2-Benzyl-3-(3-benzyloxy-4-nitrophenyl)-1-phenylpropan-1-one). Run at temperature -78 celsius, time 15 minute. The reactants are solution, CC(CO)CCC (2-methyl-1-pentanol), C(CCC)[Li] (n-butyllithium), CCCCCCC (heptane), solution, CCCCCCC (heptane), C(CCC)[Mg]C(C)CC (n-butyl-sec-butylmagnesium). Solvent: C1CCCCC1 (cyclohexane). Product: CC(COCC(CCC)C)CCC.[Mg] (magnesium 2-methyl-1-pentyloxide). As a reaction SMILES: [CH3:1][CH:2]([CH2:5][CH2:6][CH3:7])[CH2:3][OH:4].[CH2:8]([Li])CCC.C([Mg:17]C(CC)C)CCC.CC[CH2:24][CH2:25][CH2:26][CH2:27][CH3:28]>C1CCCCC1>[CH3:1][CH:2]([CH2:5][CH2:6][CH3:7])[CH2:3][O:4][CH2:8][CH:25]([CH3:24])[CH2:26][CH2:27][CH3:28].[Mg:17] |f:5.6|. Reported procedure: To 10 ml of a solution of 4.33 ml of 2-methyl-1-pentanol in heptane there is added 0.4 ml of 1.91 Molar n-butyllithium in cyclohexane. To the cloudy mixture, there is added, slowly and with good mixing, 15 ml of a 1.036 Molar solution of n-butyl-sec-butylmagnesium in heptane. A clear, colorless, viscous solution of magnesium 2-methyl-1-pentyloxide is obtained.